This data is from the Open Reaction Database (ORD), a public repository of structured organic reaction records. The task is: describe an organic reaction: reactants, conditions, products, and yield Starting materials: Cl.OC=1C=CC2=C(OC(CO2)CN)C1 (7-hydroxy-2,3-dihydro-1,4-benzodioxin-2-methanamine hydrochloride), N1C=C(C2=CC=CC=C12)CCCC(=O)O (3-Indolebutyric acid), O.ON1N=NC2=C1C=CC=C2 (1-hydroxybenzotriazole hydrate), C(C)(C)N=C=NC(C)C (1,3-diisopropylcarbodiimide). The solvent is CN(C)C=O (DMF), CN(C)C=O (DMF). Conditions: time 2 hour. Product: N1C=C(C2=CC=CC=C12)CCCCNCC1OC2=C(OC1)C=CC(=C2)O (3-{[4-(1H-Indol-3-yl)-butylamino}-methyl}-2,3-dihydro-benzo[1,4]dioxin-6-ol). Yield: 17.0%. As a reaction SMILES: [NH:1]1[C:9]2[C:4](=[CH:5][CH:6]=[CH:7][CH:8]=2)[C:3]([CH2:10][CH2:11][CH2:12][C:13](O)=O)=[CH:2]1.O.ON1C2C=CC=CC=2N=N1.C(N=C=NC(C)C)(C)C.Cl.[OH:37][C:38]1[CH:39]=[CH:40][C:41]2[O:46][CH2:45][CH:44]([CH2:47][NH2:48])[O:43][C:42]=2[CH:49]=1>CN(C=O)C>[NH:1]1[C:9]2[C:4](=[CH:5][CH:6]=[CH:7][CH:8]=2)[C:3]([CH2:10][CH2:11][CH2:12][CH2:13][NH:48][CH2:47][CH:44]2[CH2:45][O:46][C:41]3[CH:40]=[CH:39][C:38]([OH:37])=[CH:49][C:42]=3[O:43]2)=[CH:2]1 |f:1.2,4.5|. Reported procedure: 3-Indolebutyric acid (1.0 g, 5.0 mmole), 1-hydroxybenzotriazole hydrate (0.8 g, 6.0 mmole) and 1,3-diisopropylcarbodiimide (1.9 ml, 12.0 mmole) were combined in 100 ml of DMF and stirred at room temperature for 2 hours under a nitrogen atmosphere. To this was added dropwise 7-hydroxy-2,3-dihydro-1,4-benzodioxin-2-methanamine hydrochloride (1.1 g, 5.0 mmole) in 50 ml of DMF and the mixture was further stirred for 24 hours. The solvent was removed and replaced with dichloromethane. The mixture was... Reactants: CCO, [Cl-], O=C(Nc1ccc(Sc2ccc(C(=O)Nc3ccc(Br)cn3)cc2[N+](=O)[O-])cc1)OCC(Cl)(Cl)Cl, [Fe], [NH4+], C1CCOC1, O. Yields the product Nc1cc(C(=O)Nc2ccc(Br)cn2)ccc1Sc1ccc(NC(=O)OCC(Cl)(Cl)Cl)cc1. As a reaction SMILES: [CH2:39]([OH:40])[CH3:41].[Cl-:36].[Cl:1][C:2]([CH2:3][O:4][C:5]([NH:6][c:7]1[cH:8][cH:9][c:10]([S:13][c:14]2[c:15]([N+:30]([O-:31])=[O:32])[cH:16][c:17]([C:20]([NH:21][c:22]3[n:23][cH:24][c:25]([Br:28])[cH:26][cH:27]3)=[O:29])[cH:18][cH:19]2)[cH:11][cH:12]1)=[O:33])([Cl:34])[Cl:35].[Fe:47].[NH4+:37].[O:42]1[CH2:43][CH2:44][CH2:45][CH2:46]1.[OH2:38]>>[Cl:1][C:2]([CH2:3][O:4][C:5]([NH:6][c:7]1[cH:8][cH:9][c:10]([S:13][c:14]2[c:15]([NH2:30])[cH:16][c:17]([C:20]([NH:21][c:22]3[n:23][cH:24][c:25]([Br:28])[cH:26][cH:27]3)=[O:29])[cH:18][cH:19]2)[cH:11][cH:12]1)=[O:33])([Cl:34])[Cl:35]. Reactants: [BH4-], [Na+], C1CCOC1, O, CC(=O)Nc1nc(CCc2ccc(C(=O)n3ccnc3)s2)cs1. The product is CC(=O)Nc1nc(CCc2ccc(CO)s2)cs1. Reaction SMILES: [BH4-:25].[Na+:26].[O:27]1[CH2:28][CH2:29][CH2:30][CH2:31]1.[OH2:24].[n:1]1([C:6](=[O:7])[c:8]2[cH:9][cH:10][c:11]([CH2:13][CH2:14][c:15]3[n:16][c:17]([NH:20][C:21]([CH3:22])=[O:23])[s:18][cH:19]3)[s:12]2)[cH:2][cH:3][n:4][cH:5]1>>[CH2:6]([OH:7])[c:8]1[cH:9][cH:10][c:11]([CH2:13][CH2:14][c:15]2[n:16][c:17]([NH:20][C:21]([CH3:22])=[O:23])[s:18][cH:19]2)[s:12]1. Starting materials: O=C([O-])[O-], Cc1c[nH]cn1, COc1cc(C=O)ccc1F, [K+], [K+], CN(C)C=O. Yields the product COc1cc(C=O)ccc1-n1cncc1C. Reaction SMILES: [C:18](=[O:19])([O-:20])[O-:21].[CH3:12][c:13]1[n:14][cH:15][nH:16][cH:17]1.[F:1][c:2]1[c:3]([O:10][CH3:11])[cH:4][c:5]([CH:6]=[O:7])[cH:8][cH:9]1.[K+:22].[K+:23].[O:24]=[CH:25][N:26]([CH3:27])[CH3:28]>>[c:2]1(-[n:14]2[c:13]([CH3:12])[cH:17][n:16][cH:15]2)[c:3]([O:10][CH3:11])[cH:4][c:5]([CH:6]=[O:7])[cH:8][cH:9]1. Starting materials: n1ccc(n1C)B1OC(C(O1)(C)C)(C)C, c12c(C(NCC2)=O)cccc1Cl. Reagents/catalysts: c1ccc(cc1)-c2c3ccccc3cc4ccccc24 (9-Phenylanthracene), [F-].[Cs+] (CsF), O (water), [Pd].C(P(C(C)(C)C)C(C)(C)C)(C)(C)C.C(P(C(C)(C)C)C(C)(C)C)(C)(C)C (Pd(P(tBu)3)2). The solvent is CO (MeOH). Conditions: temperature 110 celsius, time 18 hour. Yields the product Cn1nccc1c2cccc3C(=O)NCCc23. RXN SMILES: Cl[c:1]1[c:11]([c:5]2[cH:4][cH:3][cH:2]1)[CH2:10][CH2:9][NH:8][C:6]2=[O:7].[CH3:12][n:13]1[c:17](B2OC(C)(C)C(C)(C)O2)[cH:16][cH:15][n:14]1>>[CH3:12][n:13]1[c:17]([c:1]2[c:11]([c:5]3[cH:4][cH:3][cH:2]2)[CH2:10][CH2:9][NH:8][C:6]3=[O:7])[cH:16][cH:15][n:14]1. Starting materials: C(C)C=1C=CC(=NC1)CCOC1=CC=C(C=C1)\C=C\1/C(NC(S1)=O)=O (5-[1-{4-[2-(5-ethyl-pyridin-2-yl)-ethoxy]-phenyl}-meth-(E)-ylidene]-thiazolidine-2,4-dione), CN(CCOC=1C=CC(=CC1)CC2C(=O)NC(=O)S2)C=3C=CC=CN3 (Rosiglitazone). The product is C(C)C=1C=CC(=NC1)CCOC1=CC=C(C[C@@H]2C(NC(S2)=O)=O)C=C1 ((R)-5-{4-[2-(5-ethyl-pyridin-2-yl)-ethoxy]-benzyl}-thiazolidine-2,4-dione). As a reaction SMILES: [CH2:1]([C:3]1[CH:4]=[CH:5][C:6]([CH2:9][CH2:10][O:11][C:12]2[CH:17]=[CH:16][C:15](/[CH:18]=[C:19]3\[C:20](=[O:25])[NH:21][C:22](=[O:24])[S:23]\3)=[CH:14][CH:13]=2)=[N:7][CH:8]=1)[CH3:2].CN(C1C=CC=CN=1)CCOC1C=CC(CC2SC(=O)NC2=O)=CC=1>>[CH2:1]([C:3]1[CH:4]=[CH:5][C:6]([CH2:9][CH2:10][O:11][C:12]2[CH:17]=[CH:16][C:15]([CH2:18][C@H:19]3[S:23][C:22](=[O:24])[NH:21][C:20]3=[O:25])=[CH:14][CH:13]=2)=[N:7][CH:8]=1)[CH3:2]. Procedure: Biocatalytic reduction of 5-[1-{4-[2-(5-ethyl-pyridin-2-yl)-ethoxy]-phenyl}-meth-(E)-ylidene]-thiazolidine-2,4-dione was investigated using literature procedures described for Rosiglitazone (J. Chem. Soc. Perkin Trans. I, 1994, 3319-3324).